Dataset: the Open Reaction Database (ORD), a public repository of structured organic reaction records. Task: describe an organic reaction: reactants, conditions, products, and yield The reactants are CCCC(=O)c1cnc2c(C(=O)OC)cccc2c1Nc1ccccc1C, CO, N. The product is CCCC(=O)c1cnc2c(C(N)=O)cccc2c1Nc1ccccc1C. RXN SMILES: [C:1]([CH2:2][CH2:3][CH3:4])(=[O:5])[c:6]1[cH:7][n:8][c:9]2[c:10]([C:24]([O:26][CH3:25])=[O:27])[cH:11][cH:12][cH:13][c:14]2[c:15]1[NH:16][c:17]1[c:18]([CH3:23])[cH:19][cH:20][cH:21][cH:22]1.[CH3:29][OH:30].[NH3:28]>>[C:1]([CH2:2][CH2:3][CH3:4])(=[O:5])[c:6]1[cH:7][n:8][c:9]2[c:10]([C:24](=[O:26])[NH2:28])[cH:11][cH:12][cH:13][c:14]2[c:15]1[NH:16][c:17]1[c:18]([CH3:23])[cH:19][cH:20][cH:21][cH:22]1. RXN SMILES: [CH2:17]([Al+:18][CH2:19][CH:20]([CH3:21])[CH3:22])[CH:23]([CH3:24])[CH3:25].[CH3:1][c:2]1[c:3]([C:4]#[N:5])[cH:6][c:7](-[c:10]2[cH:11][cH:12][cH:13][cH:14][cH:15]2)[cH:8][cH:9]1.[CH3:26][CH2:27][O:28][C:29](=[O:30])[CH3:31].[CH3:33][c:34]1[cH:35][cH:36][cH:37][cH:38][cH:39]1.[ClH:32].[H-:16].[OH2:40]>>[CH3:1][c:2]1[c:3]([CH:4]=[O:28])[cH:6][c:7](-[c:10]2[cH:11][cH:12][cH:13][cH:14][cH:15]2)[cH:8][cH:9]1. Reactants: CC(C)C[Al+]CC(C)C, Cc1ccc(-c2ccccc2)cc1C#N, CCOC(C)=O, Cc1ccccc1, Cl, [H-], O. Yields the product Cc1ccc(-c2ccccc2)cc1C=O. Starting materials: C(C)OC=C(C(=O)OCC)C(C1=C(C=CC=C1)F)=O (Ethyl 3-ethoxy-2-(2-fluorobenzoyl)-2-propenoate), CON (O-methylhydroxylamine). The solvent is C(C)O (ethanol). Product: CON1C=C(C(C2=CC=CC=C12)=O)C(=O)OCC (ethyl 1-methoxy-4-oxo-1,4-dihydro-3-quinolinecarboxylate). Yield: 25.6%. RXN SMILES: C(O[CH:4]=[C:5]([C:11](=[O:19])[C:12]1[CH:17]=[CH:16][CH:15]=[CH:14][C:13]=1F)[C:6]([O:8][CH2:9][CH3:10])=[O:7])C.[CH3:20][O:21][NH2:22]>C(O)C>[CH3:20][O:21][N:22]1[C:13]2[C:12](=[CH:17][CH:16]=[CH:15][CH:14]=2)[C:11](=[O:19])[C:5]([C:6]([O:8][CH2:9][CH3:10])=[O:7])=[CH:4]1. Reported procedure: Ethyl 3-ethoxy-2-(2-fluorobenzoyl)-2-propenoate (4.0 g, prepared from ethyl 3-(2-fluorophenyl)-3-oxopropanoate as in Preparation No. 59) and O-methylhydroxylamine (16 mmol, prepared by mixing 1 eq of sodium ethoxide with 1 eq of O-methylhydroxylamine hydrochloride in ethanol) are stirred in ethanol (20 mL) for 1 hour at rt. The mixture is concentrated, diluted with dioxane (75 mL) and re-concentrated to remove any remaining ethanol. The resulting enamine is diluted in dioxane (70 mL) and sodium ... The reactants are [BH4-], CO, COc1c2c(c(OC(c3ccccc3)c3ccccc3)c3nccnc13)C(=O)N(Cc1ccc(F)cc1)C2=O, ClCCl, [Na+]. The product is COc1c2c(c(OC(c3ccccc3)c3ccccc3)c3nccnc13)C(=O)N(Cc1ccc(F)cc1)C2O. Reaction SMILES: [BH4-:42].[CH3:40][OH:41].[CH:1]([c:2]1[cH:3][cH:4][cH:5][cH:6][cH:7]1)([c:8]1[cH:9][cH:10][cH:11][cH:12][cH:13]1)[O:14][c:15]1[c:16]2[c:17]([c:18]([O:25][CH3:26])[c:19]3[n:20][cH:21][cH:22][n:23][c:24]13)[C:27](=[O:39])[N:28]([CH2:31][c:32]1[cH:33][cH:34][c:35]([F:38])[cH:36][cH:37]1)[C:29]2=[O:30].[Cl:44][CH2:45][Cl:46].[Na+:43]>>[CH:1]([c:2]1[cH:3][cH:4][cH:5][cH:6][cH:7]1)([c:8]1[cH:9][cH:10][cH:11][cH:12][cH:13]1)[O:14][c:15]1[c:16]2[c:17]([c:18]([O:25][CH3:26])[c:19]3[n:20][cH:21][cH:22][n:23][c:24]13)[CH:27]([OH:39])[N:28]([CH2:31][c:32]1[cH:33][cH:34][c:35]([F:38])[cH:36][cH:37]1)[C:29]2=[O:30]. Reactants: B, Cc1cncc(C(=O)NC2CCNCC2)c1, CCO, CC(=O)O, CCOc1cc(C=O)ccc1Cl, c1ccncc1. The product is CCOc1cc(CN2CCC(NC(=O)c3cncc(C)c3)CC2)ccc1Cl. RXN SMILES: [BH3:32].[CH3:1][c:2]1[cH:3][n:4][cH:5][c:6]([C:7](=[O:8])[NH:9][CH:10]2[CH2:11][CH2:12][NH:13][CH2:14][CH2:15]2)[cH:16]1.[CH3:29][CH2:30][OH:31].[CH3:39][C:40](=[O:41])[OH:42].[Cl:17][c:18]1[c:19]([O:26][CH2:27][CH3:28])[cH:20][c:21]([CH:22]=[O:23])[cH:24][cH:25]1.[n:33]1[cH:34][cH:35][cH:36][cH:37][cH:38]1>>[CH3:1][c:2]1[cH:3][n:4][cH:5][c:6]([C:7](=[O:8])[NH:9][CH:10]2[CH2:11][CH2:12][N:13]([CH2:22][c:21]3[cH:20][c:19]([O:26][CH2:27][CH3:28])[c:18]([Cl:17])[cH:25][cH:24]3)[CH2:14][CH2:15]2)[cH:16]1. The reactants are COC1(OC)CCC(=C2CCC(C3CCCCC3)CC2)CC1, Cl, C1CCOC1, O. The product is O=C1CCC(=C2CCC(C3CCCCC3)CC2)CC1. RXN SMILES: [CH3:1][O:2][C:3]1([O:21][CH3:22])[CH2:4][CH2:5][C:6](=[C:9]2[CH2:10][CH2:11][CH:12]([CH:15]3[CH2:16][CH2:17][CH2:18][CH2:19][CH2:20]3)[CH2:13][CH2:14]2)[CH2:7][CH2:8]1.[ClH:23].[O:25]1[CH2:26][CH2:27][CH2:28][CH2:29]1.[OH2:24]>>[O:2]=[C:3]1[CH2:4][CH2:5][C:6](=[C:9]2[CH2:10][CH2:11][CH:12]([CH:15]3[CH2:16][CH2:17][CH2:18][CH2:19][CH2:20]3)[CH2:13][CH2:14]2)[CH2:7][CH2:8]1. Reactants: [Li]CCCC, C1CCOC1, Cc1ccncc1C#N, CI, CCCCCC, CC(C)NC(C)C, [Cl-], [NH4+]. Yields the product CCc1ccncc1C#N. As a reaction SMILES: [CH2:14]([Li:15])[CH2:16][CH2:17][CH3:18].[CH2:32]1[O:33][CH2:34][CH2:35][CH2:36]1.[CH3:19][c:20]1[cH:21][cH:22][n:23][cH:24][c:25]1[C:26]#[N:27].[CH3:28][I:29].[CH3:8][CH2:9][CH2:10][CH2:11][CH2:12][CH3:13].[CH:1]([NH:2][CH:3]([CH3:4])[CH3:5])([CH3:6])[CH3:7].[Cl-:30].[NH4+:31]>>[CH3:1][CH2:19][c:20]1[cH:21][cH:22][n:23][cH:24][c:25]1[C:26]#[N:27].